This data is from the Open Reaction Database (ORD), a public repository of structured organic reaction records. The task is: describe an organic reaction: reactants, conditions, products, and yield Starting materials: COC1=C(C=C(C=C1)[N+](=O)[O-])O (2-methoxy-5-nitrophenol), Cl.ClCCN1CCOCC1 (4-(2-chloroethyl)morpholine hydrochloride), 2. Product: N1(CCOCC1)CCOC=1C=C(N)C=CC1OC (3-(2-Morpholin-4-ylethoxy)-4-methoxyaniline). As a reaction SMILES: [CH3:1][O:2][C:3]1[CH:8]=[CH:7][C:6]([N+:9]([O-])=O)=[CH:5][C:4]=1[OH:12].Cl.Cl[CH2:15][CH2:16][N:17]1[CH2:22][CH2:21][O:20][CH2:19][CH2:18]1>>[N:17]1([CH2:16][CH2:15][O:12][C:4]2[CH:5]=[C:6]([CH:7]=[CH:8][C:3]=2[O:2][CH3:1])[NH2:9])[CH2:22][CH2:21][O:20][CH2:19][CH2:18]1 |f:1.2|. Procedure: The title compound was prepared from 2-methoxy-5-nitrophenol and 4-(2-chloroethyl)morpholine hydrochloride using a similar procedure to Descriptions 1 and 2 (63%). The reactants are C(#N)C1CCN(CC1)C(=O)[C@@H](C(C)(C)C)NC(=O)C1=CN(C2=NC=C(N=C21)C=2N=CN(C2)C)COCC[Si](C)(C)C (2-(1-methyl-1H-imidazol-4-yl)-5-(2-trimethylsilanyl-ethoxymethyl)-5H-pyrrolo[2,3-b]pyrazine-7-carboxylic acid [(R)-1-(4-cyano-piperidine-1-carbonyl)-2,2-dimethyl-propyl]-amide), C1(CC1)C=1N=C2C(=NC1)N(C=C2C(=O)N[C@@H](C(N2CCCC2)=O)C(C)(C)C)COCC[Si](C)(C)C ((R)-2-cyclopropyl-N-(3,3-dimethyl-1-oxo-1-(pyrrolidin-1-yl)butan-2-yl)-5-((2-(trimethylsilyl)ethoxy)methyl)-5H-pyrrolo[2,3-b]pyrazine-7-carboxamide). Product: C(#N)C1CCN(CC1)C(=O)[C@@H](C(C)(C)C)NC(=O)C1=CNC2=NC=C(N=C21)C=2N=CN(C2)C (2-(1-Methyl-1H-imidazol-4-yl)-5H-pyrrolo[2,3-b]pyrazine-7-carboxylic acid [(R)-1-(4-cyano-piperidine-1-carbonyl)-2,2-dimethyl-propyl]-amide). Reaction SMILES: [C:1]([CH:3]1[CH2:8][CH2:7][N:6]([C:9]([C@H:11]([NH:16][C:17]([C:19]2[C:27]3[C:22](=[N:23][CH:24]=[C:25]([C:28]4[N:29]=[CH:30][N:31]([CH3:33])[CH:32]=4)[N:26]=3)[N:21](COCC[Si](C)(C)C)[CH:20]=2)=[O:18])[C:12]([CH3:15])([CH3:14])[CH3:13])=[O:10])[CH2:5][CH2:4]1)#[N:2].C1(C2N=C3C(C(N[C@H](C(C)(C)C)C(=O)N4CCCC4)=O)=CN(COCC[Si](C)(C)C)C3=NC=2)CC1>>[C:1]([CH:3]1[CH2:4][CH2:5][N:6]([C:9]([C@H:11]([NH:16][C:17]([C:19]2[C:27]3[C:22](=[N:23][CH:24]=[C:25]([C:28]4[N:29]=[CH:30][N:31]([CH3:33])[CH:32]=4)[N:26]=3)[NH:21][CH:20]=2)=[O:18])[C:12]([CH3:15])([CH3:14])[CH3:13])=[O:10])[CH2:7][CH2:8]1)#[N:2]. Reported procedure: Prepared according to the procedure outlined in Example 1, Step 4 substituting 2-(1-methyl-1H-imidazol-4-yl)-5-(2-trimethylsilanyl-ethoxymethyl)-5H-pyrrolo[2,3-b]pyrazine-7-carboxylic acid [(R)-1-(4-cyano-piperidine-1-carbonyl)-2,2-dimethyl-propyl]-amide for (R)-2-cyclopropyl-N-(3,3-dimethyl-1-oxo-1-(pyrrolidin-1-yl)butan-2-yl)-5-((2-(trimethylsilyl)ethoxy)methyl)-5H-pyrrolo[2,3-b]pyrazine-7-carboxamide. MS: (M+H)+=449. The reactants are CC1=NC(=NO1)C=1C=C(OC(C(=O)O)CCC)C=CC1 (2-[3-(5-methyl-1,2,4-oxadiazol-3-yl)phenoxy]pentanoic acid), S(=O)(Cl)Cl (thionyl chloride). The product is CC1=NC(=NO1)C=1C=C(OC(C(=O)Cl)CCC)C=CC1 (2-[3-(5-methyl-1,2,4-oxadiazol-3-yl)phenoxy]-pentanoyl chloride). As a reaction SMILES: [CH3:1][C:2]1[O:6][N:5]=[C:4]([C:7]2[CH:8]=[C:9]([CH:18]=[CH:19][CH:20]=2)[O:10][CH:11]([CH2:15][CH2:16][CH3:17])[C:12](O)=[O:13])[N:3]=1.S(Cl)([Cl:23])=O>>[CH3:1][C:2]1[O:6][N:5]=[C:4]([C:7]2[CH:8]=[C:9]([CH:18]=[CH:19][CH:20]=2)[O:10][CH:11]([CH2:15][CH2:16][CH3:17])[C:12]([Cl:23])=[O:13])[N:3]=1. Procedure: 3.50 g (12.7 mmol) of 2-[3-(5-methyl-1,2,4-oxadiazol-3-yl)phenoxy]pentanoic acid are dissolved in 10 ml of thionyl chloride, and the mixture is heated at the boil for 2 hours. The reaction mixture is evaporated, the residue is taken up in toluene, and the solution is reevaporated, giving 2-[3-(5-methyl-1,2,4-oxadiazol-3-yl)phenoxy]-pentanoyl chloride as a yellowish solid. Starting materials: BrCCCc1ccccc1, C1COC1, C1CCOC1, [Cl-], [Mg], [NH4+]. Yields the product OCCCCCCc1ccccc1. Reaction SMILES: [Br:1][CH2:2][CH2:3][CH2:4][c:5]1[cH:6][cH:7][cH:8][cH:9][cH:10]1.[CH2:12]1[CH2:13][O:14][CH2:15]1.[CH2:18]1[O:19][CH2:20][CH2:21][CH2:22]1.[Cl-:16].[Mg:11].[NH4+:17]>>[CH2:2]([CH2:3][CH2:4][c:5]1[cH:6][cH:7][cH:8][cH:9][cH:10]1)[CH2:15][CH2:12][CH2:13][OH:14]. The reactants are C(C)(=O)Cl (acetyl chloride), [Cl-].[Al+3].[Cl-].[Cl-] (aluminum chloride), CN(C(CC1=C(C=CC=C1)NC1=C(C(=CC(=C1F)F)F)F)=O)C (N,N-dimethyl-2-(2′,3′,5′,6′-tetrafluoroanilino)phenylacetamide). Solvent: ClCCCl (1,2-dichloroethane). Run at time 1 hour. The product is CN(C(CC1=C(C=CC(=C1)C(C)=O)NC1=C(C(=CC(=C1F)F)F)F)=O)C (N,N-dimethyl-5-acetyl-2-(2′,3′,5′,6′-tetrafluoroanilino)phenylacetamide). Reaction SMILES: [C:1](Cl)(=[O:3])[CH3:2].[Cl-].[Al+3].[Cl-].[Cl-].[CH3:9][N:10]([CH3:31])[C:11](=[O:30])[CH2:12][C:13]1[CH:18]=[CH:17][CH:16]=[CH:15][C:14]=1[NH:19][C:20]1[C:25]([F:26])=[C:24]([F:27])[CH:23]=[C:22]([F:28])[C:21]=1[F:29]>ClCCCl>[CH3:31][N:10]([CH3:9])[C:11](=[O:30])[CH2:12][C:13]1[CH:18]=[C:17]([C:1](=[O:3])[CH3:2])[CH:16]=[CH:15][C:14]=1[NH:19][C:20]1[C:21]([F:29])=[C:22]([F:28])[CH:23]=[C:24]([F:27])[C:25]=1[F:26] |f:1.2.3.4|. Procedure details: Under an inert atmosphere, acetyl chloride (29.1 ml, 0.385 mol) is slowly added to a suspension of aluminum chloride (51.2 g, 0.385 mol) stirred in 1,2-dichloroethane (750 ml). After stirring at room temperature for 1 hour a yellow solution is obtained. The solution is cooled in an ice bath and N,N-dimethyl-2-(2′,3′,5′,6′-tetrafluoroanilino)phenylacetamide (40 g, 0.123 mol) is added. The reaction is allowed to warm to room temperature and then warmed to 80° for 0.5 hours. The reaction is poured ... Yields the product COC(=O)c1ccc(C2=CCC3(CC2)OCCO3)nc1. Reaction SMILES: [Br:1][c:2]1[n:3][cH:4][c:5]([C:6](=[O:7])[O:8][CH3:9])[cH:10][cH:11]1.[CH:25]1([P:26]([CH:27]2[CH2:28][CH2:29][CH2:30][CH2:31][CH2:32]2)[c:33]2[cH:34][cH:35][cH:36][cH:37][c:38]2-[c:39]2[c:40]([O:41][CH3:42])[cH:43][cH:44][cH:45][c:46]2[O:47][CH3:48])[CH2:49][CH2:50][CH2:51][CH2:52][CH2:53]1.[K+:59].[K+:60].[K+:61].[O-:63][C:64]([CH3:65])=[O:66].[O-:67][C:68]([CH3:69])=[O:70].[O:12]1[CH2:13][CH2:14][O:15][C:16]12[CH2:17][CH:18]=[C:19]([B:22]([OH:23])[OH:24])[CH2:20][CH2:21]2.[O:72]1[CH2:73][CH2:74][O:75][CH2:76][CH2:77]1.[OH2:71].[P:54]([O-:55])([O-:56])([O-:57])=[O:58].[Pd+2:62]>>[c:2]1([C:19]2=[CH:18][CH2:17][C:16]3([O:12][CH2:13][CH2:14][O:15]3)[CH2:21][CH2:20]2)[n:3][cH:4][c:5]([C:6](=[O:7])[O:8][CH3:9])[cH:10][cH:11]1. The reactants are COC(=O)c1ccc(Br)nc1, COc1cccc(OC)c1-c1ccccc1P(C1CCCCC1)C1CCCCC1, [K+], [K+], [K+], CC(=O)[O-], CC(=O)[O-], OB(O)C1=CCC2(CC1)OCCO2, C1COCCO1, O, O=P([O-])([O-])[O-], [Pd+2].